Dataset: the Open Reaction Database (ORD), a public repository of structured organic reaction records. Task: describe an organic reaction: reactants, conditions, products, and yield The reactants are C(CC(=O)O)(=O)O (Malonic acid), IC=1C=C(C=O)C=CC1 (3-iodobenzaldehyde), C(C)(=O)[O-].[NH4+] (ammonium acetate). The solvent is C(C)O (ethanol). Product: NC(CC(=O)O)C1=CC(=CC=C1)I ((±)-3-Amino-3-(3-iodo-phenyl)-propionic Acid). The yield is 54.0%. As a reaction SMILES: [C:1](O)(=O)[CH2:2][C:3]([OH:5])=[O:4].[I:8][C:9]1[CH:10]=[C:11]([CH:14]=[CH:15][CH:16]=1)C=O.C([O-])(=O)C.[NH4+:21]>C(O)C>[NH2:21][CH:1]([C:15]1[CH:14]=[CH:11][CH:10]=[C:9]([I:8])[CH:16]=1)[CH2:2][C:3]([OH:5])=[O:4] |f:2.3|. Procedure details: Malonic acid (2.2 g, 21.5 mmol) and 3-iodobenzaldehyde (5 g, 21.5 mmol) were suspended in ethanol (50 mL) and ammonium acetate (1.66 g, 21.5 mmol) was added and the reaction heated to a reflux overnight. The reaction was cooled to room temperature filtered and washed with ethanol followed by ether and dried to afford the product (3.4 g, 11.6 mmol, 54%) as a white solid. 1H NMR (400 MHz, DMSO-d6) δ 7.80 (s, 1H), 7.64 (dd, J=7.8 Hz, 1H), 7.42 (dd, J=7.6 Hz, 1H), 7.16 (dd, J=7.8 Hz, 1H), 7.14 (dd, ... The reactants are Clc1ncc(Br)cn1, C1CCOC1, [H-], [Na+], Cc1ccc(-c2c(NS(=O)(=O)C=Cc3ccccc3)ncnc2OCCO)cc1. The product is Cc1ccc(-c2c(NS(=O)(=O)C=Cc3ccccc3)ncnc2OCCOc2ncc(Br)cn2)cc1. As a reaction SMILES: [Br:32][c:33]1[cH:34][n:35][c:36]([Cl:39])[n:37][cH:38]1.[CH2:40]1[O:41][CH2:42][CH2:43][CH2:44]1.[H-:1].[Na+:2].[OH:3][CH2:4][CH2:5][O:6][c:7]1[c:8](-[c:25]2[cH:26][cH:27][c:28]([CH3:31])[cH:29][cH:30]2)[c:9]([NH:13][S:14](=[O:15])(=[O:16])[CH:17]=[CH:18][c:19]2[cH:20][cH:21][cH:22][cH:23][cH:24]2)[n:10][cH:11][n:12]1>>[O:3]([CH2:4][CH2:5][O:6][c:7]1[c:8](-[c:25]2[cH:26][cH:27][c:28]([CH3:31])[cH:29][cH:30]2)[c:9]([NH:13][S:14](=[O:15])(=[O:16])[CH:17]=[CH:18][c:19]2[cH:20][cH:21][cH:22][cH:23][cH:24]2)[n:10][cH:11][n:12]1)[c:36]1[n:35][cH:34][c:33]([Br:32])[cH:38][n:37]1. The reactants are O=N[O-], [Na+], O=S(=O)(O)O, O=C(O)C(CCO)c1ccccc1. The product is NC(CCO)c1ccccc1. Reaction SMILES: [N:14]([O-:15])=[O:16].[Na+:17].[S:18](=[O:19])(=[O:20])([OH:21])[OH:22].[c:1]1([CH:7]([C:8]([OH:9])=[O:10])[CH2:11][CH2:12][OH:13])[cH:2][cH:3][cH:4][cH:5][cH:6]1>>[c:1]1([CH:7]([CH2:11][CH2:12][OH:13])[NH2:14])[cH:2][cH:3][cH:4][cH:5][cH:6]1. Starting materials: CC(C)(C)OC(=O)N1CCC2(CC1)COC2=O, CN(C)C=O, CC(C)(C)O, Sc1ccc(Oc2ccc(Cl)cc2)cc1, [H-], [Na+], [Na]. Yields the product CC(C)(C)OC(=O)N1CCC(CSc2ccc(Oc3ccc(Cl)cc3)cc2)(C(=O)O)CC1. As a reaction SMILES: [C:1]([CH3:2])([CH3:3])([CH3:4])[O:5][C:6](=[O:7])[N:8]1[CH2:9][CH2:10][C:11]2([CH2:12][O:13][C:14]2=[O:15])[CH2:16][CH2:17]1.[CH3:36][N:37]([CH3:38])[CH:39]=[O:40].[CH3:41][C:42]([OH:43])([CH3:44])[CH3:45].[Cl:19][c:20]1[cH:21][cH:22][c:23]([O:24][c:25]2[cH:26][cH:27][c:28]([SH:31])[cH:29][cH:30]2)[cH:32][cH:33]1.[H-:34].[Na+:35].[Na:18]>>[C:1]([CH3:2])([CH3:3])([CH3:4])[O:5][C:6](=[O:7])[N:8]1[CH2:9][CH2:10][C:11]([CH2:12][S:31][c:28]2[cH:27][cH:26][c:25]([O:24][c:23]3[cH:22][cH:21][c:20]([Cl:19])[cH:33][cH:32]3)[cH:30][cH:29]2)([C:14]([OH:13])=[O:15])[CH2:16][CH2:17]1. Starting materials: CC1=C(N(C=C1)COCC1=CC=CC=C1)C(C(=O)[O-])=O (methyl-N-benzyloxymethylpyrrol-2-ylglyoxylate), [OH-].[Na+] (sodium hydroxide), Cl (Hydrochloric acid). The solvent is CO (methanol). Yields the product C(C1=CC=CC=C1)OCN1C(=CC=C1)C(C(=O)O)=O (N-Benzyloxymethylpyrrol-2-ylglyoxylic acid). Yield: 47.3%. Reaction SMILES: C[C:2]1[CH:6]=[CH:5][N:4]([CH2:7][O:8][CH2:9][C:10]2[CH:15]=[CH:14][CH:13]=[CH:12][CH:11]=2)[C:3]=1[C:16](=[O:20])[C:17]([O-:19])=[O:18].[OH-].[Na+].Cl>CO>[CH2:9]([O:8][CH2:7][N:4]1[CH:5]=[CH:6][CH:2]=[C:3]1[C:16](=[O:20])[C:17]([OH:19])=[O:18])[C:10]1[CH:11]=[CH:12][CH:13]=[CH:14][CH:15]=1 |f:1.2|. Reported procedure: Crude methyl-N-benzyloxymethylpyrrol-2-ylglyoxylate (10 g) in methanol (150 ml) was treated with sodium hydroxide solution (N: 40 ml) at room temperature for 1 hr. Thin-layer chromatography showed complete hydrolysis. Hydrochloric acid (2N: 20 ml) was added and the methanol was removed by evaporation. The residue was shaken with sodium bicarbonate solution and ether. The aqueous layer was acidified under ether and the ether extract was washed with water and dried. Evaporation gave the acid as an... The reactants are C[C@@]1([C@@H](N2C(C[C@H]2S1(=O)=O)=O)C(=O)O)\C=C\C1=NC=CC=C1 ((E)-(2S,3S,5R)-3-methyl-3-(2-pyridin-2-yl-vinyl)-4,4,7-trioxo-4-thia-1-aza-bicyclo[3.2.0]heptane-2carboxylic acid), [Na] (sodium). The product is C[C@@]1([C@@H](N2C(C[C@H]2S1(=O)=O)=O)C(=O)O)\C=C\C1=NC=CC=C1.[Na] (Sodium (E)-(2S,3S,5R)-3-methyl-3-(2-pyridin-2-yl-vinyl)-4,4,7trioxo-4-thia-1-aza-bicyclo[3.2.0]heptane-2-carboxylic acid). RXN SMILES: [CH3:1][C@@:2]1(/[CH:15]=[CH:16]/[C:17]2[CH:22]=[CH:21][CH:20]=[CH:19][N:18]=2)[S:8](=[O:10])(=[O:9])[C@H:7]2[N:4]([C:5](=[O:11])[CH2:6]2)[C@H:3]1[C:12]([OH:14])=[O:13].[Na:23]>>[CH3:1][C@@:2]1(/[CH:15]=[CH:16]/[C:17]2[CH:22]=[CH:21][CH:20]=[CH:19][N:18]=2)[S:8](=[O:9])(=[O:10])[C@H:7]2[N:4]([C:5](=[O:11])[CH2:6]2)[C@H:3]1[C:12]([OH:14])=[O:13].[Na:23] |f:2.3,^1:22,45|. Procedure: 83 mg (0.17 mmol) of (E)-(2S,3S,5R)-3-methyl-3-(2-pyridin-2-yl-vinyl)-4,4,7-trioxo-4-thia-1-aza-bicyclo[3.2.0]heptane-2carboxylic acid were converted into the corresponding sodium salt analogously to Example 10. The product is BrC1=CC=C(S1)C(COC1=CC=2C(CCC(C2C=C1I)(C)C)(C)C)=O (5-bromo-2-[(3-iodo-5,5,8,8-tetramethyl-5,6,7,8-tetrahydronaphthalen-2-yloxy)acetyl]thiophene). RXN SMILES: [I:1][C:2]1[C:3]([OH:16])=[CH:4][C:5]2[C:6]([CH3:15])([CH3:14])[CH2:7][CH2:8][C:9]([CH3:13])([CH3:12])[C:10]=2[CH:11]=1.Br[CH2:18][C:19]([C:21]1[S:22][C:23]([Br:26])=[CH:24][CH:25]=1)=[O:20].C(=O)([O-])[O-].[K+].[K+]>C(C(C)=O)C>[Br:26][C:23]1[S:22][C:21]([C:19](=[O:20])[CH2:18][O:16][C:3]2[C:2]([I:1])=[CH:11][C:10]3[C:9]([CH3:12])([CH3:13])[CH2:8][CH2:7][C:6]([CH3:15])([CH3:14])[C:5]=3[CH:4]=2)=[CH:25][CH:24]=1 |f:2.3.4|. The reactants are IC=1C(=CC=2C(CCC(C2C1)(C)C)(C)C)O (3-iodo-5,5,8,8-tetramethyl-5,6,7,8-tetrahydronaphthalen-2-ol), BrCC(=O)C=1SC(=CC1)Br (2-bromoacetyl-5-bromothiophene), C([O-])([O-])=O.[K+].[K+] (potassium carbonate). The solvent is C(C)C(=O)C (methyl ethyl ketone). Procedure: A solution of 3-iodo-5,5,8,8-tetramethyl-5,6,7,8-tetrahydronaphthalen-2-ol (4 g, 12.1 mmol), 2-bromoacetyl-5-bromothiophene (3.44 g, 12.1 mmol) and potassium carbonate (1.8 g, 13.3 mmol) in methyl ethyl ketone (100 ml), was heated under reflux for 3 h. The reaction medium was filtered and then concentrated in a rotary evaporator, and water and ethyl ether were added. After stirring and decantation, the organic phase was washed twice with water, dried over magnesium sulfate and concentrated in a ...